From a dataset of the Open Reaction Database (ORD), a public repository of structured organic reaction records. describe an organic reaction: reactants, conditions, products, and yield Reactants: C(C)(C)(C)OC(=O)N1CCC(CC1)O (1-tert-butoxycarbonyl-4-hydroxypiperidine), O (water), [H-].[Na+] (sodium hydride), BrC1=NC=CC=C1 (2-bromopyridine). Run in CS(=O)C (DMSO), CCCCCC (hexane), CS(=O)C (DMSO). Run at temperature 60 celsius, time 1 hour. The product is C(C)(C)(C)OC(=O)N1CCC(CC1)OC1=NC=CC=C1 (1-tert-Butoxycarbonyl-4-(2-pyridinyloxy)piperidine). The yield is 66.7%. As a reaction SMILES: [H-].[Na+].[C:3]([O:7][C:8]([N:10]1[CH2:15][CH2:14][CH:13]([OH:16])[CH2:12][CH2:11]1)=[O:9])([CH3:6])([CH3:5])[CH3:4].Br[C:18]1[CH:23]=[CH:22][CH:21]=[CH:20][N:19]=1.O>CCCCCC.CS(C)=O>[C:3]([O:7][C:8]([N:10]1[CH2:15][CH2:14][CH:13]([O:16][C:18]2[CH:23]=[CH:22][CH:21]=[CH:20][N:19]=2)[CH2:12][CH2:11]1)=[O:9])([CH3:6])([CH3:4])[CH3:5] |f:0.1|. Procedure: 60% sodium hydride (0.26 g, 6.5 mmol) was washed with hexane, and suspended in dry DMSO (10 mL). To the suspension was added a solution of 1-tert-butoxycarbonyl-4-hydroxypiperidine (1.01 g, 5.0 mmol) in dry DMSO (10 mL). The mixture was stirred at room temperature for 1 hour and at 60° C. for 1 hour, and cooled to room temperature. To the reaction mixture was added 2-bromopyridine (0.62 mL, 6.5 mmol), and the mixture was stirred at room temperature for 24 hours. To the reaction mixture was added...